Dataset: the Open Reaction Database (ORD), a public repository of structured organic reaction records. Task: describe an organic reaction: reactants, conditions, products, and yield The reactants are O=C1Cc2cc(S(=O)(=O)N3CCCc4ccccc43)ccc2N1, O=Cc1[nH]cc2c1CCOC2=O. Yields the product O=C1Nc2ccc(S(=O)(=O)N3CCCc4ccccc43)cc2C1=Cc1[nH]cc2c1CCOC2=O. RXN SMILES: [N:1]1([S:11](=[O:12])(=[O:13])[c:14]2[cH:15][c:16]3[c:20]([cH:21][cH:22]2)[NH:19][C:18](=[O:23])[CH2:17]3)[CH2:2][CH2:3][CH2:4][c:5]2[cH:6][cH:7][cH:8][cH:9][c:10]21.[O:24]=[C:25]1[O:26][CH2:27][CH2:28][c:29]2[c:30]1[cH:31][nH:32][c:33]2[CH:34]=[O:35]>>[N:1]1([S:11](=[O:12])(=[O:13])[c:14]2[cH:15][c:16]3[c:20]([cH:21][cH:22]2)[NH:19][C:18](=[O:23])[C:17]3=[CH:34][c:33]2[c:29]3[c:30]([cH:31][nH:32]2)[C:25](=[O:24])[O:26][CH2:27][CH2:28]3)[CH2:2][CH2:3][CH2:4][c:5]2[cH:6][cH:7][cH:8][cH:9][c:10]21. Starting materials: Cc1cc(CC2C(CO[Si](C)(C)C(C)(C)C)OC(C)(C)N2C(=O)OC(C)(C)C)ccn1, CCCC[N+](CCCC)(CCCC)CCCC, C1CCOC1, [F-]. Product: Cc1cc(CC2C(CO)OC(C)(C)N2C(=O)OC(C)(C)C)ccn1. As a reaction SMILES: [C:1]([Si:2]([CH3:3])([CH3:4])[O:6][CH2:7][CH:8]1[CH:9]([CH2:22][c:23]2[cH:24][c:25]([CH3:29])[n:26][cH:27][cH:28]2)[N:10]([C:15](=[O:16])[O:17][C:18]([CH3:19])([CH3:20])[CH3:21])[C:11]([CH3:13])([CH3:14])[O:12]1)([CH3:5])([CH3:30])[CH3:31].[CH2:33]([N+:34]([CH2:35][CH2:36][CH2:37][CH3:38])([CH2:39][CH2:40][CH2:41][CH3:42])[CH2:43][CH2:44][CH2:45][CH3:46])[CH2:47][CH2:48][CH3:49].[CH2:50]1[O:51][CH2:52][CH2:53][CH2:54]1.[F-:32]>>[OH:6][CH2:7][CH:8]1[CH:9]([CH2:22][c:23]2[cH:24][c:25]([CH3:29])[n:26][cH:27][cH:28]2)[N:10]([C:15](=[O:16])[O:17][C:18]([CH3:19])([CH3:20])[CH3:21])[C:11]([CH3:13])([CH3:14])[O:12]1.